This data is from the Open Reaction Database (ORD), a public repository of structured organic reaction records. The task is: describe an organic reaction: reactants, conditions, products, and yield The reactants are O=C([O-])O, CCC(=O)NCC=C1CCc2cnc3c(c21)CCO3, [Na+], O=S(=O)(O)O, Cc1ccccc1C. The product is CCC(=O)NCCC1=CCc2cnc3c(c21)CCO3. Reaction SMILES: [C:33](=[O:34])([O-:35])[OH:36].[CH2:1]1[CH2:2][O:3][c:4]2[n:5][cH:6][c:7]3[c:8]([c:9]21)[C:10](=[CH:13][CH2:14][NH:15][C:16]([CH2:17][CH3:18])=[O:19])[CH2:11][CH2:12]3.[Na+:37].[S:20](=[O:21])(=[O:22])([OH:23])[OH:24].[c:25]1([CH3:26])[c:27]([CH3:28])[cH:29][cH:30][cH:31][cH:32]1>>[CH2:1]1[CH2:2][O:3][c:4]2[n:5][cH:6][c:7]3[c:8]([c:9]21)[C:10]([CH2:13][CH2:14][NH:15][C:16]([CH2:17][CH3:18])=[O:19])=[CH:11][CH2:12]3.